describe an organic reaction: reactants, conditions, products, and yield From a dataset of the Open Reaction Database (ORD), a public repository of structured organic reaction records. The product is C(C)(=O)NC(CN1C(C2=CC=CC=C2C(=C1)C1=CC=CC=C1)=O)C (2-acetamidopropyl-4-phenyl-1(2H)-isoquinolone). Isolated yield 83.0%. Starting materials: NC(CN1C(C2=CC=CC=C2C(=C1)C1=CC=CC=C1)=O)C (2-(2-aminopropyl)-4-phenyl-1(2H)-isoquinolone), C(C)(=O)OC(C)=O (acetic anhydride), ice water. RXN SMILES: [NH2:1][CH:2]([CH3:21])[CH2:3][N:4]1[CH:13]=[C:12]([C:14]2[CH:19]=[CH:18][CH:17]=[CH:16][CH:15]=2)[C:11]2[C:6](=[CH:7][CH:8]=[CH:9][CH:10]=2)[C:5]1=[O:20].[C:22](OC(=O)C)(=[O:24])[CH3:23]>C(O)(=O)C>[C:22]([NH:1][CH:2]([CH3:21])[CH2:3][N:4]1[CH:13]=[C:12]([C:14]2[CH:19]=[CH:18][CH:17]=[CH:16][CH:15]=2)[C:11]2[C:6](=[CH:7][CH:8]=[CH:9][CH:10]=2)[C:5]1=[O:20])(=[O:24])[CH3:23]. Procedure: A mixture of 5 g of 2-(2-aminopropyl)-4-phenyl-1(2H)-isoquinolone, 10 ml of acetic anhydride and 10 ml of glacial acetic acid was warmed on a water bath for 3 hours and the resulting reaction mixture was poured into ice-water. The precipitated crystals were extracted with dichloromethane, and the extract was thoroughly washed successively with a 5% aqueous solution of sodium hydroxide and water, and then dried over anhydrous sodium sulfate. The crystals obtained by distilling off the solvent was... The solvent is C(C)(=O)O (acetic acid). Reactants: FC1=CC=C(C=C1)CC(=O)N=C=O (2-(4-fluorophenyl)acetyl isocyanate), NC1=CC=C(OC2=CC(=NC=C2)NC(=O)N2CCC(CC2)N2CCC2)C=C1 (4-(4-aminophenoxy)-2-{[4-(azetidin-1-yl)piperidin-1-yl]carbonylamino}pyridine), FC1=CC=C(C=C1)CC(=O)N=C=O (2-(4-fluorophenyl)acetyl isocyanate), FC1=CC=C(C=C1)CC(=O)N=C=O (2-(4-fluorophenyl)acetyl isocyanate). The solvent is O1CCCC1 (tetrahydrofuran), O1CCCC1 (tetrahydrofuran), O1CCCC1 (tetrahydrofuran), C(C)(=O)OCC (ethyl acetate), O1CCCC1 (tetrahydrofuran), C(C)(C)N(CC)C(C)C (diisopropylethylamine). Conditions: time 2 hour. The product is N1(CCC1)C1CCN(CC1)C(=O)NC1=NC=CC(=C1)OC1=CC=C(C=C1)NC(=O)NC(CC1=CC=C(C=C1)F)=O (2-{[4-(Azetidin-1-yl)piperidin-1-yl]carbonylamino}-4-(4-{3-[2-(4-fluorophenyl)acetyl]ureido}phenoxy)pyridine). Yield: 17.0%. Reaction SMILES: [NH2:1][C:2]1[CH:27]=[CH:26][C:5]([O:6][C:7]2[CH:12]=[CH:11][N:10]=[C:9]([NH:13][C:14]([N:16]3[CH2:21][CH2:20][CH:19]([N:22]4[CH2:25][CH2:24][CH2:23]4)[CH2:18][CH2:17]3)=[O:15])[CH:8]=2)=[CH:4][CH:3]=1.[F:28][C:29]1[CH:34]=[CH:33][C:32]([CH2:35][C:36]([N:38]=[C:39]=[O:40])=[O:37])=[CH:31][CH:30]=1>O1CCCC1.C(N(C(C)C)CC)(C)C.C(OCC)(=O)C>[N:22]1([CH:19]2[CH2:18][CH2:17][N:16]([C:14]([NH:13][C:9]3[CH:8]=[C:7]([O:6][C:5]4[CH:4]=[CH:3][C:2]([NH:1][C:39]([NH:38][C:36](=[O:37])[CH2:35][C:32]5[CH:33]=[CH:34][C:29]([F:28])=[CH:30][CH:31]=5)=[O:40])=[CH:27][CH:26]=4)[CH:12]=[CH:11][N:10]=3)=[O:15])[CH2:21][CH2:20]2)[CH2:25][CH2:24][CH2:23]1. Procedure details: To a solution of 4-(4-aminophenoxy)-2-{[4-(azetidin-1-yl)piperidin-1-yl]carbonylamino}pyridine (67.8 mg) in tetrahydrofuran (2.5 ml) was added a solution of 2-(4-fluorophenyl)acetyl isocyanate in tetrahydrofuran (0.25 M, 2.2 ml) at room temperature, followed by stirring for 2 hours. A solution of 2-(4-fluorophenyl)acetyl isocyanate in tetrahydrofuran (0.25 M, 1.5 ml) was further added thereto at room temperature. After 6 hours, a solution of 2-(4-fluorophenyl)acetyl isocyanate in tetrahydrofuran... The reactants are O=C(O)c1cc(SCCc2ccccc2)c[nH]1, ClCCCl, CCOC(C)=O, CC(Cl)Cl, COc1cc(N)ccc1OCC(C)(C)O, On1nnc2ccccc21. Yields the product COc1cc(NC(=O)c2cc(SCCc3ccccc3)c[nH]2)ccc1OCC(C)(C)O. RXN SMILES: [CH2:1]([CH2:2][c:3]1[cH:4][cH:5][cH:6][cH:7][cH:8]1)[S:9][c:10]1[cH:11][c:12]([C:15](=[O:16])[OH:17])[nH:13][cH:14]1.[CH2:33]([Cl:34])[CH2:35][Cl:36].[CH3:51][CH2:52][O:53][C:54]([CH3:55])=[O:56].[Cl:47][CH:48]([Cl:49])[CH3:50].[NH2:18][c:19]1[cH:20][c:21]([O:31][CH3:32])[c:22]([O:23][CH2:24][C:25]([CH3:26])([OH:27])[CH3:28])[cH:29][cH:30]1.[OH:37][n:38]1[c:39]2[c:40]([cH:41][cH:42][cH:43][cH:44]2)[n:45][n:46]1>>[CH2:1]([CH2:2][c:3]1[cH:4][cH:5][cH:6][cH:7][cH:8]1)[S:9][c:10]1[cH:11][c:12]([C:15](=[O:17])[NH:18][c:19]2[cH:20][c:21]([O:31][CH3:32])[c:22]([O:23][CH2:24][C:25]([CH3:26])([OH:27])[CH3:28])[cH:29][cH:30]2)[nH:13][cH:14]1. Reactants: CCCCCC (hexane), C(C)OC(C1=C(C=CC=C1)C)=O (2-Methylbenzoic acid ethyl ester), C(C1=CC=CC=C1)(=O)OOC(C1=CC=CC=C1)=O (benzoylperoxide), BrN1C(CCC1=O)=O (N-bromosuccinimide). The solvent is C(Cl)(Cl)(Cl)Cl (carbon tetrachloride). Conditions: time 1 hour. The product is C(C)OC(C1=C(C=CC=C1)CBr)=O (2-Bromomethylbenzoic acid ethyl ester). The yield is 109.2%. Reaction SMILES: [CH2:1]([O:3][C:4](=[O:12])[C:5]1[CH:10]=[CH:9][CH:8]=[CH:7][C:6]=1[CH3:11])[CH3:2].[Br:13]N1C(=O)CCC1=O.C(OOC(=O)C1C=CC=CC=1)(=O)C1C=CC=CC=1.CCCCCC>C(Cl)(Cl)(Cl)Cl>[CH2:1]([O:3][C:4](=[O:12])[C:5]1[CH:10]=[CH:9][CH:8]=[CH:7][C:6]=1[CH2:11][Br:13])[CH3:2]. Procedure details: 2-Methylbenzoic acid ethyl ester (2.00 g, 11.9 mmol) was dissolved in carbon tetrachloride (60 ml), and the solution was added with N-bromosuccinimide (2.56 g, 14.4 mmol) and a catalytic amount of benzoylperoxide and then heated under reflux. After one hour, the reaction mixture was cooled to room temperature and added with hexane (40 ml) to remove insoluble solids by filtration. The filtrate was evaporated under reduced pressure to obtain the title compound 3.16 g as yellow oil. the product was... The reactants are S(=O)(=O)([O-])[O-].[Na+].[Na+] (sodium sulfate), CSC1=CC=C(C=O)C=C1 (4-(methylthio)benzaldehyde), S(=O)(=O)([O-])[O-].O[NH3+].O[NH3+] (hydroxylammonium sulfate). Run at temperature 80 celsius, time 30 minute. Product: CSC1=CC=C(C#N)C=C1 (4-(methylthio)benzonitrile). RXN SMILES: S([O-])([O-])(=O)=O.[Na+].[Na+].[CH3:8][S:9][C:10]1[CH:17]=[CH:16][C:13]([CH:14]=O)=[CH:12][CH:11]=1.S([O-])([O-])(=O)=O.O[NH3+:24].O[NH3+]>>[CH3:8][S:9][C:10]1[CH:17]=[CH:16][C:13]([C:14]#[N:24])=[CH:12][CH:11]=1 |f:0.1.2,4.5.6|. Procedure: With stirring (20 rpm), a turbine dryer is charged at room temperature with 4000 parts by weight of anhydrous sodium sulfate, 950 parts by weight of 4-(methylthio)benzaldehyde and 538.4 parts by weight of hydroxylammonium sulfate. Following evacuation to 25 mbar, the mixture is heated to 80° C. and stirred at this temperature for 3 hours. It is subsequently heated at 130° C. and held for 30 minutes at the same pressure. A total of about 240 parts by weight of water are removed by distillation al... Procedure: A solution of 3H-Benzooxazol-2-one (10.0 g) in concentrated HNO3 (100 ml) was stirred at 40° C. A precipitate formed and the reaction temperature rose. It was cooled below 50 ° C. in an ice bath. The mixture was diluted with ice water, and the precipitate was isolated by filtration. The product was washed with water to give a white solid. (8.4 g). M.P. 239-241. The solvent is ice water. Product: [N+](=O)([O-])C1=CC2=C(NC(O2)=O)C=C1 (6-Nitro-3H-benzooxazol-2-one). As a reaction SMILES: [O:1]1[C:5]2[CH:6]=[CH:7][CH:8]=[CH:9][C:4]=2[NH:3][C:2]1=[O:10].[N+:11]([O-])([OH:13])=[O:12]>>[N+:11]([C:7]1[CH:8]=[CH:9][C:4]2[NH:3][C:2](=[O:10])[O:1][C:5]=2[CH:6]=1)([O-:13])=[O:12]. The reactants are O1C(NC2=C1C=CC=C2)=O (3H-Benzooxazol-2-one), [N+](=O)(O)[O-] (HNO3). The reactants are C(C)OC(=O)[C@H](CCC1=CC=CC=C1)N[C@@H](C)C(=O)N1[C@@H](SC(=N1)C1=CC=CC=C1)C(=O)OCC1=CC=CC=C1 (Benzyl 3-[N-(1-(S)-ethoxycarbonyl-3-phenylpropyl)-L-alanyl]-2,3-dihydro-5-phenyl-1,3,4-thiadiazole-2-(S)-carboxylate). The reagents and catalysts are [Pd] (palladium on charcoal). The solvent is C(C)O (ethanol). Reaction conditions: time 3 day. The product is C(C)OC(=O)[C@H](CCC1=CC=CC=C1)N[C@@H](C)C(=O)N1[C@@H](SC(=N1)C1=CC=CC=C1)C(=O)O (3-[N-(1-(S)-Ethoxycarbonyl-3-phenylpropyl)-L-alanyl]-2,3-dihydro-5-phenyl-1,3,4-thiadiazole-2-(S)-carboxylic acid). The yield is 36.7%. As a reaction SMILES: [CH2:1]([O:3][C:4]([C@@H:6]([NH:15][C@H:16]([C:18]([N:20]1[N:24]=[C:23]([C:25]2[CH:30]=[CH:29][CH:28]=[CH:27][CH:26]=2)[S:22][C@H:21]1[C:31]([O:33]CC1C=CC=CC=1)=[O:32])=[O:19])[CH3:17])[CH2:7][CH2:8][C:9]1[CH:14]=[CH:13][CH:12]=[CH:11][CH:10]=1)=[O:5])[CH3:2]>C(O)C.[Pd]>[CH2:1]([O:3][C:4]([C@@H:6]([NH:15][C@H:16]([C:18]([N:20]1[N:24]=[C:23]([C:25]2[CH:26]=[CH:27][CH:28]=[CH:29][CH:30]=2)[S:22][C@H:21]1[C:31]([OH:33])=[O:32])=[O:19])[CH3:17])[CH2:7][CH2:8][C:9]1[CH:10]=[CH:11][CH:12]=[CH:13][CH:14]=1)=[O:5])[CH3:2]. Procedure details: A solution of the product from step (c) (0.26g) in ethanol (20ml) was treated with 10% palladium on charcoal (0.lg) and stirred in a pressure vessel under hydrogen at 3 atmospheres at room temperature for 3 days. The catalyst was filtered off and the filtrate evaporated. The residue was triturated with ether to give the title product (0.08g) as a white solid, m.p. 180.5°-182°. Run at time 12 hour. As a reaction SMILES: ClC[C:3]([N:5]([CH2:16][CH:17]1[CH2:25][C:24]2[C:19](=[CH:20][CH:21]=[C:22]([C:26]#[N:27])[CH:23]=2)[CH2:18]1)[CH2:6][CH2:7][NH:8][C:9](=O)OC(C)(C)C)=[O:4].CCO.C([O-])([O-])=O.[K+].[K+]>Cl.O1CCOCC1>[O:4]=[C:3]1[CH2:9][NH:8][CH2:7][CH2:6][N:5]1[CH2:16][CH:17]1[CH2:25][C:24]2[C:19](=[CH:20][CH:21]=[C:22]([C:26]#[N:27])[CH:23]=2)[CH2:18]1 |f:2.3.4,5.6|. Run in Cl.O1CCOCC1 (HCl dioxane). The product is O=C1N(CCNC1)CC1CC2=CC=C(C=C2C1)C#N (2-[(2-Oxopiperazin-1-yl)methyl]indane-5-carbonitrile). The reactants are CCO (EtOH), C(=O)([O-])[O-].[K+].[K+] (K2CO3), ClCC(=O)N(CCNC(OC(C)(C)C)=O)CC1CC2=CC=C(C=C2C1)C#N (tert-Butyl (2-{(chloroacetyl)[(5-cyano-2,3-dihydro-1H-inden-2-yl)methyl]amino}ethyl)carbamate). Procedure details: A mixture of tert-Butyl (2-{(chloroacetyl)[(5-cyano-2,3-dihydro-1H-inden-2-yl)methyl]amino}ethyl)carbamate (350 mg, 0.9 mmol) in HCl/dioxane (20 mL) was stirred at RT for 12 hours and then concentrated to dryness. To the residue was added 20 mL EtOH and K2CO3 (500 mg, 3.7 mmol). The resulting mixture was heated to reflux for 4 hrs before cooled to RT and filtered. The filtrate was concentrate and the residue was partitioned between EtOAc and water. The organic layer was washed with brine, dried ... The reactants are [H-].[Na+] (Sodium Hydride), FC=1C=C(C=CC1)O (3-Fluorophenol), BrCC(=O)OCC (Ethyl bromoacetate). The solvent is CN(C)C=O (DMF), CN(C)C=O (DMF). Run at temperature 0 celsius, time 15 minute. The product is C(C)OC(COC1=CC(=CC=C1)F)=O ((3-Fluoro-phenoxy)-acetic acid ethyl ester). The yield is 64.1%. Reaction SMILES: [H-].[Na+].[F:3][C:4]1[CH:5]=[C:6]([OH:10])[CH:7]=[CH:8][CH:9]=1.Br[CH2:12][C:13]([O:15][CH2:16][CH3:17])=[O:14]>CN(C=O)C>[CH2:16]([O:15][C:13](=[O:14])[CH2:12][O:10][C:6]1[CH:7]=[CH:8][CH:9]=[C:4]([F:3])[CH:5]=1)[CH3:17] |f:0.1|. Reported procedure: A 50 ml three-necked round-bottomed flask equipped with temperature probe and nitrogen bubbler was charged with Sodium Hydride (785 mg, 19.6 mmol) and DMF (10.0 ml) and cooled to 0° C. A solution of 3-Fluorophenol (2.00 g, 17.8 mmol) in DMF (2.0 ml) was added dropwise maintaining reaction temperature below 10° C. The mixture was stirred for an additional 15 minutes then Ethyl bromoacetate (2.48 ml, 22.3 mmol) was added dropwise maintaining the reaction temperature below 10° C. The reaction was s...